This data is from the Open Reaction Database (ORD), a public repository of structured organic reaction records. The task is: describe an organic reaction: reactants, conditions, products, and yield Reactants: ClC1=CC=2NC3=CC=CC=C3S(C2C=C1)=O (2-chloro-phenothiazine-5-oxide), N1(C=NC=C1)CCC(=O)O (3-(imidazol-1-yl)-propionic acid), C1(CCCCC1)N=C=NC1CCCCC1 (dicyclohexylcarbodiimide). The solvent is O1CCCC1 (tetrahydrofuran). Conditions: time 1 hour. Product: ClC1=CC=2N(C3=CC=CC=C3S(C2C=C1)=O)C(CCN1C=NC=C1)=O (2-chloro-10-[3-(imidazol-1-yl)-propionyl]-phenothiazine-5-oxide). Reaction SMILES: [Cl:1][C:2]1[CH:15]=[CH:14][C:13]2[S:12](=[O:16])[C:11]3[C:6](=[CH:7][CH:8]=[CH:9][CH:10]=3)[NH:5][C:4]=2[CH:3]=1.[N:17]1([CH2:22][CH2:23][C:24](O)=[O:25])[CH:21]=[CH:20][N:19]=[CH:18]1.C1(N=C=NC2CCCCC2)CCCCC1>O1CCCC1>[Cl:1][C:2]1[CH:15]=[CH:14][C:13]2[S:12](=[O:16])[C:11]3[C:6](=[CH:7][CH:8]=[CH:9][CH:10]=3)[N:5]([C:24](=[O:25])[CH2:23][CH2:22][N:17]3[CH:21]=[CH:20][N:19]=[CH:18]3)[C:4]=2[CH:3]=1. Reported procedure: A mixture of 25 g of 2-chloro-phenothiazine-5-oxide, 14 g of 3-(imidazol-1-yl)-propionic acid, 20.6 g of dicyclohexylcarbodiimide and 250 ml of tetrahydrofuran is stirred for 1 hour at 0° and then for 2 hours at 30°. It is worked up in the customary manner to give 2-chloro-10-[3-(imidazol-1-yl)-propionyl]-phenothiazine-5-oxide, melting point 148°-149°. Starting materials: CNCCNC, [Cu]I, COc1cccc(I)c1, [K+], [K+], [K+], O=C1NCCN1, CN(C)C=O, O=P([O-])([O-])[O-]. The product is COc1cccc(N2CCNC2=O)c1. Reaction SMILES: [CH3:24][NH:25][CH2:26][CH2:27][NH:28][CH3:29].[Cu:30][I:31].[I:15][c:16]1[cH:17][c:18]([O:22][CH3:23])[cH:19][cH:20][cH:21]1.[K+:6].[K+:7].[K+:8].[NH:9]1[C:10](=[O:14])[NH:11][CH2:12][CH2:13]1.[O:32]=[CH:33][N:34]([CH3:35])[CH3:36].[P:1]([O-:2])([O-:3])([O-:4])=[O:5]>>[N:9]1([c:16]2[cH:17][c:18]([O:22][CH3:23])[cH:19][cH:20][cH:21]2)[C:10](=[O:14])[NH:11][CH2:12][CH2:13]1. Starting materials: O=C([O-])O, Clc1ccnc2cc(OCc3ccccc3)ccc12, O=C(O)C(F)(F)F, [Na+]. The product is Oc1ccc2c(Cl)ccnc2c1. RXN SMILES: [C:20](=[O:21])([O-:22])[OH:23].[CH2:1]([c:2]1[cH:3][cH:4][cH:5][cH:6][cH:7]1)[O:8][c:9]1[cH:10][cH:11][c:12]2[c:13]([Cl:19])[cH:14][cH:15][n:16][c:17]2[cH:18]1.[F:25][C:26]([F:27])([F:28])[C:29]([OH:30])=[O:31].[Na+:24]>>[OH:8][c:9]1[cH:10][cH:11][c:12]2[c:13]([Cl:19])[cH:14][cH:15][n:16][c:17]2[cH:18]1. RXN SMILES: [C:1]([CH3:2])([CH3:3])([CH3:4])[O:5][C:6](=[O:7])[N:8]1[CH2:9][CH2:10][CH:11]([c:14]2[n:15]([CH2:20][CH2:21][OH:22])[cH:16][c:17]([Br:19])[n:18]2)[CH2:12][CH2:13]1.[Cl:28][CH2:29][Cl:30].[S:23](=[O:24])(=[O:25])([CH3:26])[Cl:27]>>[C:1]([CH3:2])([CH3:3])([CH3:4])[O:5][C:6](=[O:7])[N:8]1[CH2:9][CH2:10][CH:11]([c:14]2[n:15]([CH2:20][CH2:21][O:22][S:23](=[O:24])(=[O:25])[CH3:26])[cH:16][c:17]([Br:19])[n:18]2)[CH2:12][CH2:13]1. The reactants are CC(C)(C)OC(=O)N1CCC(c2nc(Br)cn2CCO)CC1, ClCCl, CS(=O)(=O)Cl. Product: CC(C)(C)OC(=O)N1CCC(c2nc(Br)cn2CCOS(C)(=O)=O)CC1. Starting materials: OCCCc1cn(C(c2ccccc2)(c2ccccc2)c2ccccc2)c(F)n1, O=C=Nc1ccccc1, c1ccncc1. The product is O=C(Nc1ccccc1)OCCCc1cn(C(c2ccccc2)(c2ccccc2)c2ccccc2)c(F)n1. RXN SMILES: [F:1][c:2]1[n:3]([C:11]([c:12]2[cH:13][cH:14][cH:15][cH:16][cH:17]2)([c:18]2[cH:19][cH:20][cH:21][cH:22][cH:23]2)[c:24]2[cH:25][cH:26][cH:27][cH:28][cH:29]2)[cH:4][c:5]([CH2:7][CH2:8][CH2:9][OH:10])[n:6]1.[c:30]1([N:36]=[C:37]=[O:38])[cH:31][cH:32][cH:33][cH:34][cH:35]1.[cH:39]1[cH:40][cH:41][n:42][cH:43][cH:44]1>>[F:1][c:2]1[n:3]([C:11]([c:12]2[cH:13][cH:14][cH:15][cH:16][cH:17]2)([c:18]2[cH:19][cH:20][cH:21][cH:22][cH:23]2)[c:24]2[cH:25][cH:26][cH:27][cH:28][cH:29]2)[cH:4][c:5]([CH2:7][CH2:8][CH2:9][O:10][C:37]([NH:36][c:30]2[cH:31][cH:32][cH:33][cH:34][cH:35]2)=[O:38])[n:6]1. RXN SMILES: [F:1][C:2]1[CH:7]=[C:6]([F:8])[CH:5]=[CH:4][C:3]=1[NH:9][S:10]([CH:13]1[C:18]([C:19]([O:21][CH2:22][CH3:23])=[O:20])=[CH:17][CH2:16][CH2:15][CH2:14]1)(=[O:12])=[O:11].S(=O)(=O)(O)O.[CH2:29](O)[CH2:30]CC>C(OCC)(=O)C>[F:1][C:2]1[CH:7]=[C:6]([F:8])[CH:5]=[CH:4][C:3]=1[NH:9][S:10]([CH:13]1[C:18]([C:19]([O:21][CH2:22][CH2:23][CH2:29][CH3:30])=[O:20])=[CH:17][CH2:16][CH2:15][CH2:14]1)(=[O:11])=[O:12]. Starting materials: FC1=C(C=CC(=C1)F)NS(=O)(=O)C1CCCC=C1C(=O)OCC (ethyl 6-[N-(2, 4-difluorophenyl)sulfamoyl]-1-cyclohexene-1-carboxylate), FC1=C(C=CC(=C1)F)NS(=O)(=O)C1CCCC=C1C(=O)OCC (ethyl 6-[N-(2, 4-difluorophenyl)sulfamoyl]-1-cyclohexene-1-carboxylate), S(O)(O)(=O)=O (sulfuric acid), C(CCC)O (1-butanol). Procedure: To a solution of ethyl 6-[N-(2,4difluorophenyl)sulfamoyl]-1-cyclohexene-1-carboxylate obtained in Example 3 (Compound 3, 180 mg) in 1-butanol (5 ml), a concentrated sulfuric acid (0.12 ml) was added and the mixture was stirred at 80 to 85° C. for 7 days. After cooling, the reaction mixture was diluted with ethyl acetate (60 ml) and washed with water (60 ml). The ethyl acetate layer was washed with water (60 ml×5), dried over anhydrous magnesium sulfate and then evaporated under reduced pressure ... Solvent: C(C)(=O)OCC (ethyl acetate). Product: FC1=C(C=CC(=C1)F)NS(=O)(=O)C1CCCC=C1C(=O)OCCCC (butyl 6-[N-(2,4-difluorophenyl)sulfamoyl]-1-cyclohexene-1-carboxylate). Conditions: temperature 82.5 celsius, time 7 day.